Dataset: the Open Reaction Database (ORD), a public repository of structured organic reaction records. Task: describe an organic reaction: reactants, conditions, products, and yield The reactants are O=C1CCCN1CCOc1cncc(Br)c1, CC(=O)Nc1nc2ccc(B(O)O)cc2s1, [Na+], [Na+], O=C([O-])[O-], C1COCCO1. The product is CC(=O)Nc1nc2ccc(-c3cncc(OCCN4CCCC4=O)c3)cc2s1. Reaction SMILES: [Br:17][c:18]1[cH:19][c:20]([O:24][CH2:25][CH2:26][N:27]2[C:28](=[O:32])[CH2:29][CH2:30][CH2:31]2)[cH:21][n:22][cH:23]1.[C:1]([CH3:2])(=[O:3])[NH:4][c:5]1[s:6][c:7]2[c:8]([n:9]1)[cH:10][cH:11][c:12]([B:14]([OH:15])[OH:16])[cH:13]2.[Na+:33].[Na+:34].[O-:35][C:36](=[O:37])[O-:38].[O:39]1[CH2:40][CH2:41][O:42][CH2:43][CH2:44]1>>[C:1]([CH3:2])(=[O:3])[NH:4][c:5]1[s:6][c:7]2[c:8]([n:9]1)[cH:10][cH:11][c:12](-[c:18]1[cH:19][c:20]([O:24][CH2:25][CH2:26][N:27]3[C:28](=[O:32])[CH2:29][CH2:30][CH2:31]3)[cH:21][n:22][cH:23]1)[cH:13]2. Reaction SMILES: C([NH:4][C@H:5]([C:12]([OH:14])=[O:13])[CH2:6][C:7]1[N:8]=[CH:9][S:10][CH:11]=1)(=O)C.[ClH:15]>>[ClH:15].[ClH:15].[S:10]1[CH:11]=[C:7]([CH2:6][C@@H:5]([C:12]([OH:14])=[O:13])[NH2:4])[N:8]=[CH:9]1 |f:2.3.4|. Yields the product Cl.Cl.S1C=NC(=C1)C[C@H](N)C(=O)O (3-(4-Thiazolyl)-L-alanine Dihydrochloride). Procedure: A 2 L round bottom flask equipped with a magnetic stirrer was charged with N-acetyl-3-(4-thiazolyl)-L-alanine from Example 1L (92.6 g, 0.43 mol) and 6M hydrochloric acid (1 L). The resultant solution was heated to reflux. After 3 hours the mixture was allowed to cool to ambient temperature. The solution was then concentrated under reduced pressure, evaporated from toluene (3×200 mL), and dried under vacuum overnight to give 120 g of a slightly wet solid. This material was used in the next reacti... Conditions: time 3 hour. The reactants are C(C)(=O)N[C@@H](CC=1N=CSC1)C(=O)O (N-acetyl-3-(4-thiazolyl)-L-alanine), Cl (hydrochloric acid), resultant solution. Reactants: COC(C)OCOC(C)c1sc(S(N)(=O)=O)cc1S(C)(=O)=O, CO, O, O=S(=O)(O)O. The product is CC(O)c1sc(S(N)(=O)=O)cc1S(C)(=O)=O. RXN SMILES: [CH3:1][O:2][CH:3]([O:4][CH2:5][O:7][CH:8]([CH3:9])[c:10]1[c:11]([S:19](=[O:20])(=[O:21])[CH3:22])[cH:12][c:13]([S:15](=[O:16])(=[O:17])[NH2:18])[s:14]1)[CH3:6].[CH3:29][OH:30].[OH2:28].[S:23](=[O:24])(=[O:25])([OH:26])[OH:27]>>[OH:7][CH:8]([CH3:9])[c:10]1[c:11]([S:19](=[O:20])(=[O:21])[CH3:22])[cH:12][c:13]([S:15](=[O:16])(=[O:17])[NH2:18])[s:14]1. Starting materials: [OH-].[K+] (KOH), N1C(=CC2=CC=CC=C12)/C=C/C=C(/C(=O)OC)\OC (methyl (2Z,4E)-5-(2-indolyl)-2-methoxy-2,4-pentadienoate), C(C)(C)OC(C)C (isopropyl ether). Run in CO (methanol). Run at temperature 50 celsius. Product: N1C(=CC2=CC=CC=C12)/C=C/C=C(/C(=O)O)\OC ((2Z,4E)-5-(2-Indolyl)-2-methoxy-2,4-pentadienoic acid). Isolated yield 52.7%. RXN SMILES: [OH-].[K+].[NH:3]1[C:11]2[C:6](=[CH:7][CH:8]=[CH:9][CH:10]=2)[CH:5]=[C:4]1/[CH:12]=[CH:13]/[CH:14]=[C:15](\[O:20][CH3:21])/[C:16]([O:18]C)=[O:17].C(OC(C)C)(C)C>CO>[NH:3]1[C:11]2[C:6](=[CH:7][CH:8]=[CH:9][CH:10]=2)[CH:5]=[C:4]1/[CH:12]=[CH:13]/[CH:14]=[C:15](\[O:20][CH3:21])/[C:16]([OH:18])=[O:17] |f:0.1|. Procedure: To a solution of KOH (0.26 g, 4.7 mmol) in methanol (13 ml), methyl (2Z,4E)-5-(2-indolyl)-2-methoxy-2,4-pentadienoate (0.3 g, 1.17 mmol) was added and the solution was heated at 50° C. for 1 hour under nitrogen. The solvent was removed under vacuum and the residue was dissolved in water (20 ml) and washed with isopropyl ether. The aqueous phase was adjusted to pH 5 with 10% HCl and then extracted with ethyl acetate. The organic layer was washed with water, dried over Na2SO4 and the solvent remov... Reactants: C(CCCCCCCC=C)O (9-decene-1-ol), S(=O)(Cl)Cl (thionyl chloride). Reagents/catalysts: N1=CC=CC=C1 (pyridine). Run in ClCCl (dichloromethane). Yields the product ClCCCCCCCCC=C (10-chloro-1-decene). Isolated yield 95.3%. Reaction SMILES: [CH2:1](O)[CH2:2][CH2:3][CH2:4][CH2:5][CH2:6][CH2:7][CH2:8][CH:9]=[CH2:10].S(Cl)([Cl:14])=O>N1C=CC=CC=1.ClCCl>[Cl:14][CH2:1][CH2:2][CH2:3][CH2:4][CH2:5][CH2:6][CH2:7][CH2:8][CH:9]=[CH2:10]. Procedure details: To 26.0 g of 9-decene-1-ol was added 10-drops of pyridine and the mixture was placed into an eggplant flask. To the eggplant flask was added dropwise 24.0 g of thionyl chloride during cooling with ice. After dropping, the mixture was reacted for 8.5 hours at 70° C. After the conclusion of the reaction, the reaction product was diluted with dichloromethane and then washed with an aqueous potassium carbonate solution. The reaction solution was then dried over magnesium sulfate and subsequently con... Starting materials: COc1ccc2c(n1)C(NCc1cc(C(F)(F)F)cc(C(F)(F)F)c1)CC(C)N2C(=O)OC(C)C, O=C(Cl)c1cc(F)cc(C(F)(F)F)c1, c1ccncc1. Yields the product COc1ccc2c(n1)C(N(Cc1cc(C(F)(F)F)cc(C(F)(F)F)c1)C(=O)c1cc(F)cc(C(F)(F)F)c1)CC(C)N2C(=O)OC(C)C. RXN SMILES: [CH:1]([CH3:2])([CH3:3])[O:4][C:5](=[O:6])[N:7]1[CH:8]([CH3:35])[CH2:9][CH:10]([NH:19][CH2:20][c:21]2[cH:22][c:23]([C:31]([F:32])([F:33])[F:34])[cH:24][c:25]([C:27]([F:28])([F:29])[F:30])[cH:26]2)[c:11]2[n:12][c:13]([O:17][CH3:18])[cH:14][cH:15][c:16]21.[F:36][c:37]1[cH:38][c:39]([C:40](=[O:41])[Cl:42])[cH:43][c:44]([C:46]([F:47])([F:48])[F:49])[cH:45]1.[cH:50]1[cH:51][cH:52][n:53][cH:54][cH:55]1>>[CH:1]([CH3:2])([CH3:3])[O:4][C:5](=[O:6])[N:7]1[CH:8]([CH3:35])[CH2:9][CH:10]([N:19]([CH2:20][c:21]2[cH:22][c:23]([C:31]([F:32])([F:33])[F:34])[cH:24][c:25]([C:27]([F:28])([F:29])[F:30])[cH:26]2)[C:40]([c:39]2[cH:38][c:37]([F:36])[cH:45][c:44]([C:46]([F:47])([F:48])[F:49])[cH:43]2)=[O:41])[c:11]2[n:12][c:13]([O:17][CH3:18])[cH:14][cH:15][c:16]21. Starting materials: C(#N)C=1C=C2C(C(NC2=CC1)=O)=O (5-cyanoisatin), P(Cl)(Cl)(Cl)(Cl)Cl (phosphorous pentachloride). Product: [Cl-].C(#N)C=1C=C2C(C(NC2=CC1)=O)=O (5-cyanoisatin chloride). As a reaction SMILES: [C:1]([C:3]1[CH:4]=[C:5]2[C:9](=[CH:10][CH:11]=1)[NH:8][C:7](=[O:12])[C:6]2=[O:13])#[N:2].P(Cl)(Cl)(Cl)(Cl)[Cl:15]>>[Cl-:15].[C:1]([C:3]1[CH:4]=[C:5]2[C:9](=[CH:10][CH:11]=1)[NH:8][C:7](=[O:12])[C:6]2=[O:13])#[N:2] |f:2.3|. Procedure: By reacting 5-cyanoisatin with phosphorous pentachloride, there is obtained 5-cyanoisatin chloride which, on reaction with 3(2H)-thianaphthenone, yields 5'-cyano-2'-indole-2-thianaphthenone indigo, which also is useful as a dyestuff.